This data is from the Open Reaction Database (ORD), a public repository of structured organic reaction records. The task is: describe an organic reaction: reactants, conditions, products, and yield Starting materials: CC(C)(C)OC(=O)N1CC(C=O)C(C(C)(C)O[SiH2]C(C)(C)C)C1, CC(C)N, ClCCCl, ClCCl. The product is CC(C)NCC1CN(C(=O)OC(C)(C)C)CC1C(C)(C)O[SiH2]C(C)(C)C. Reaction SMILES: [C:1]([CH3:2])([CH3:3])([CH3:4])[O:5][C:6](=[O:7])[N:8]1[CH2:9][CH:10]([C:15]([O:16][SiH2:17][C:18]([CH3:19])([CH3:20])[CH3:21])([CH3:22])[CH3:23])[CH:11]([CH:13]=[O:14])[CH2:12]1.[CH3:24][CH:25]([CH3:26])[NH2:27].[Cl:28][CH2:29][CH2:30][Cl:31].[Cl:32][CH2:33][Cl:34]>>[C:1]([CH3:2])([CH3:3])([CH3:4])[O:5][C:6](=[O:7])[N:8]1[CH2:9][CH:10]([C:15]([O:16][SiH2:17][C:18]([CH3:19])([CH3:20])[CH3:21])([CH3:22])[CH3:23])[CH:11]([CH2:13][NH:27][CH:25]([CH3:24])[CH3:26])[CH2:12]1. Starting materials: COC1=CC(=C(C=C1OC)C=C(C(=O)N1C(CCC1)C(=O)O)C1=CC=C(C=C1)OC)[N+](=O)[O-] (1-[3-(4,5-Dimethoxy-2-nitrophenyl)-2-(4-methoxyphenyl)-acryloyl]-pyrrolidine-2-carboxylic acid), N (NH3). The product is COC1=CC(=C(C=C1OC)C=C(CN1C(CCC1)C(=O)O)C1=CC=C(C=C1)OC)[N+](=O)[O-] (1-[3-(4,5-Dimethoxy-2-nitrophenyl)-2-(4-methoxyphenyl)-allyl]-pyrrolidine-2-carboxylic acid). RXN SMILES: [CH3:1][O:2][C:3]1[C:8]([O:9][CH3:10])=[CH:7][C:6]([CH:11]=[C:12]([C:23]2[CH:28]=[CH:27][C:26]([O:29][CH3:30])=[CH:25][CH:24]=2)[C:13]([N:15]2[CH2:19][CH2:18][CH2:17][CH:16]2[C:20]([OH:22])=[O:21])=O)=[C:5]([N+:31]([O-:33])=[O:32])[CH:4]=1.N>>[CH3:1][O:2][C:3]1[C:8]([O:9][CH3:10])=[CH:7][C:6]([CH:11]=[C:12]([C:23]2[CH:24]=[CH:25][C:26]([O:29][CH3:30])=[CH:27][CH:28]=2)[CH2:13][N:15]2[CH2:19][CH2:18][CH2:17][CH:16]2[C:20]([OH:22])=[O:21])=[C:5]([N+:31]([O-:33])=[O:32])[CH:4]=1. Procedure: General procedure d from 39 (90%); brown syrup; 1H NMR (400.13 MHz) δ 7.61 (s, 1H), 7.24 (d, J=4 Hz, 2H), 7.01 (s, 1H), 6.77 (d, J=4 Hz, 2H), 6.64 (s, 1H), 4.36 (d, J=7 Hz, 2H), 3.89 (s, 3H), 3.72 (t, J=7 Hz, 1H), 3.69 (s, 3H), 3.42 (s, 3H), 3.24 (m, 2H), 2.18 (m, 2H), 1.84 (m, 2H); MS (DCI/NH3) m/e: 429 (M+H)+. Reactants: O=[N+]([O-])c1cc(F)c(F)c(Br)c1Cl, CCO, Cl, [Fe], O. The product is Nc1cc(F)c(F)c(Br)c1Cl. Reaction SMILES: [Br:5][c:6]1[c:7]([Cl:17])[c:8]([N+:14]([O-:15])=[O:16])[cH:9][c:10]([F:13])[c:11]1[F:12].[CH3:2][CH2:3][OH:4].[ClH:1].[Fe:19].[OH2:18]>>[Br:5][c:6]1[c:7]([Cl:17])[c:8]([NH2:14])[cH:9][c:10]([F:13])[c:11]1[F:12]. Reaction SMILES: CC1(C)C2[C:23](=C(P(C3C=CC=CC=3)C3C=CC=CC=3)C=CC=2)[O:22]C2C(P(C3C=CC=CC=3)C3C=CC=CC=3)=CC=CC1=2.Br[C:44]1[CH:49]=[CH:48][C:47]([CH:50]2[S:56][CH2:55][CH:54]([CH3:57])[NH:53][C:52]3[N:58]([CH2:67][CH3:68])[N:59]=[C:60]([C:61]4[CH:66]=[CH:65][CH:64]=[CH:63][N:62]=4)[C:51]2=3)=[C:46]([CH3:69])[CH:45]=1.C(O)(=O)C(O)=O.C([NH:78]N)C.BrC1C=CC(C=O)=C(C)C=1.SCC(=O)C.N#N>O1CCOCC1.CC([O-])=O.CC([O-])=O.[Pd+2]>[CH2:67]([N:58]1[C:52]2[NH:53][CH:54]([CH3:57])[CH2:55][S:56][CH:50]([C:47]3[CH:48]=[CH:49][C:44]([C:23]([NH2:78])=[O:22])=[CH:45][C:46]=3[CH3:69])[C:51]=2[C:60]([C:61]2[CH:66]=[CH:65][CH:64]=[CH:63][N:62]=2)=[N:59]1)[CH3:68] |f:2.3,8.9.10|. Run in O1CCOCC1 (1,4-dioxane). The product is C(C)N1N=C(C2=C1NC(CSC2C2=C(C=C(C(=O)N)C=C2)C)C)C2=NC=CC=C2 (4-(1-ethyl-7-methyl-3-(pyridin-2-yl)-4,6,7,8-tetrahydro-1H-pyrazolo[3,4-e][1,4]thiazepin-4-yl)-3-methylbenzamide). Yield: 85.0%. The reactants are CC1(C2=C(C(=CC=C2)P(C3=CC=CC=C3)C4=CC=CC=C4)OC5=C(C=CC=C51)P(C6=CC=CC=C6)C7=CC=CC=C7)C (Xantphos), BrC1=CC(=C(C=C1)C1C2=C(NC(CS1)C)N(N=C2C2=NC=CC=C2)CC)C (4-(4-bromo-2-methylphenyl)-1-ethyl-7-methyl-3-(pyridin-2-yl)-4,6,7,8-tetrahydro-1H-pyrazolo[3,4-e][1,4]thiazepine), BrC1=CC(=C(C=O)C=C1)C (4-bromo-2-methyl-benzaldehyde), N#N (N2), SCC(C)=O (1-sulfanylpropan-2-one), C(C(=O)O)(=O)O.C(C)NN (ethylhydrazine oxalate), Na(AcO)3BH. Reagents/catalysts: CC(=O)[O-].CC(=O)[O-].[Pd+2] (Pd(OAc)2). Reported procedure: A Barney reactor was charged with Pd(OAc)2 (0.337 mg, 1.50 μmol), Xantphos (0.913 mg, 1.58 μmol) and 4-(4-bromo-2-methylphenyl)-1-ethyl-7-methyl-3-(pyridin-2-yl)-4,6,7,8-tetrahydro-1H-pyrazolo[3,4-e][1,4]thiazepine (33.3 mg, 0.075 mmol, prepared using B from Example #2 step A with ethylhydrazine oxalate, J with 4-bromo-2-methyl-benzaldehyde (AstaTech) and 1-sulfanylpropan-2-one [Enamine] then K with Na(AcO)3BH). The solids were slurried in 1,4-dioxane (0.15 ml) and then sealed in the reactor. Th... Reaction conditions: temperature 90 celsius, time 16 hour. Reactants: CS(=O)(=O)C1=CC=C(C=C1)C1(OC2=C(O1)C=CC=C2)C2CCN(CC2)C(CCN)C (3-{4-[2-(4-methanesulfonyl-phenyl)-benzo[1,3]dioxol-2-yl]-piperidin-1-yl}-butylamine), CC1=C(C(=O)O)C(=CC=N1)C (2,4-dimethylnicotinic acid). Product: CS(=O)(=O)C1=CC=C(C=C1)C1(OC2=C(O1)C=CC=C2)C2CCN(CC2)C(CCNC(C2=C(N=CC=C2C)C)=O)C (N-(3-{4-[2-(4-Methanesulfonyl-phenyl)-benzo[1,3]dioxol-2-yl]-piperidin-1-yl}-butyl)-2,4-dimethyl-nicotinamide). Yield: 32.7%. Reaction SMILES: [CH3:1][S:2]([C:5]1[CH:10]=[CH:9][C:8]([C:11]2([CH:20]3[CH2:25][CH2:24][N:23]([CH:26]([CH3:30])[CH2:27][CH2:28][NH2:29])[CH2:22][CH2:21]3)[O:15][C:14]3[CH:16]=[CH:17][CH:18]=[CH:19][C:13]=3[O:12]2)=[CH:7][CH:6]=1)(=[O:4])=[O:3].[CH3:31][C:32]1[N:40]=[CH:39][CH:38]=[C:37]([CH3:41])[C:33]=1[C:34](O)=[O:35]>>[CH3:1][S:2]([C:5]1[CH:10]=[CH:9][C:8]([C:11]2([CH:20]3[CH2:25][CH2:24][N:23]([CH:26]([CH3:30])[CH2:27][CH2:28][NH:29][C:34](=[O:35])[C:33]4[C:37]([CH3:41])=[CH:38][CH:39]=[N:40][C:32]=4[CH3:31])[CH2:22][CH2:21]3)[O:15][C:14]3[CH:16]=[CH:17][CH:18]=[CH:19][C:13]=3[O:12]2)=[CH:7][CH:6]=1)(=[O:3])=[O:4]. Reported procedure: Using general procedure E, 3-{4-[2-(4-methanesulfonyl-phenyl)-benzo[1,3]dioxol-2-yl]-piperidin-1-yl}-butylamine (see EXAMPLE 273) (139 mg, 0.32 mmol) and 2,4-dimethylnicotinic acid (53 mg, 0.35 mmol) afforded COMPOUND 274 as a white solid (59 mg, 32%). 1H NMR (CDCl3) δ 0.84-1.19 (m, 2H), 0.95 (d, 3H, J=6.6 Hz), 1.45-1.62 (m, 3H), 1.66-1.79 (m, 1H), 1.89-1.99 (m, 2H), 2.31 (s, 3H), 2.36 (t, 1H, J=11.7 Hz), 2.54 (s, 3H), 2.68-2.81 (m, 3H), 3.02 (s, 3H), 3.26-3.34 (m, 1H), 3.49 (s, 2H), 3.80-3.89 (... Reactants: ClC1=NC=CC2=C1CN(C2=O)C(C)C=2C=NC(=C(C2)C)OCC(C(F)F)(F)F (4-chloro-2-(1-(5-methyl-6-(2,2,3,3-tetrafluoropropoxy)pyridin-3-yl)ethyl)-2,3-dihydro-1H-pyrrolo[3,4-c]pyridin-1-one), C(=O)OC1=CC=CC=C1 (phenyl formate). Yields the product CC=1C=C(C=NC1OCC(C(F)F)(F)F)C(C)N1CC=2C(=NC=CC2C1=O)C(=O)OC1=CC=CC=C1 (phenyl 2-(1-(5-methyl-6-(2,2,3,3-tetrafluoropropoxy)pyridin-3-yl)ethyl)-1-oxo-2,3-dihydro-1H-pyrrolo[3,4-c]pyridine-4-carboxylate). Isolated yield 99.0%. Reaction SMILES: Cl[C:2]1[C:7]2[CH2:8][N:9]([CH:12]([C:14]3[CH:15]=[N:16][C:17]([O:21][CH2:22][C:23]([F:28])([F:27])[CH:24]([F:26])[F:25])=[C:18]([CH3:20])[CH:19]=3)[CH3:13])[C:10](=[O:11])[C:6]=2[CH:5]=[CH:4][N:3]=1.[CH:29]([O:31][C:32]1[CH:37]=[CH:36][CH:35]=[CH:34][CH:33]=1)=[O:30]>>[CH3:20][C:18]1[CH:19]=[C:14]([CH:12]([N:9]2[C:10](=[O:11])[C:6]3[CH:5]=[CH:4][N:3]=[C:2]([C:29]([O:31][C:32]4[CH:37]=[CH:36][CH:35]=[CH:34][CH:33]=4)=[O:30])[C:7]=3[CH2:8]2)[CH3:13])[CH:15]=[N:16][C:17]=1[O:21][CH2:22][C:23]([F:28])([F:27])[CH:24]([F:26])[F:25]. Procedure: The title compound is prepared in >99% yield (310 mg, pale brown solid) from 4-chloro-2-(1-(5-methyl-6-(2,2,3,3-tetrafluoropropoxy)pyridin-3-yl)ethyl)-2,3-dihydro-1H-pyrrolo[3,4-c]pyridin-1-one (250 mg, 0.60 mmol, Intermediate-18, single enantiomer) and phenyl formate (150 mg, 1.2 mmol) in a similar manner to Intermediate-91. The reactants are Cc1cc(CC(NC(=O)OC(C)(C)C)c2ncc[nH]2)cc2cn(COCC[Si](C)(C)C)nc12, O=C([O-])[O-], CN(C)C=O, Fc1ccccc1CBr, [K+], [K+]. Product: Cc1cc(CC(NC(=O)OC(C)(C)C)c2nccn2Cc2ccccc2F)cc2cn(COCC[Si](C)(C)C)nc12. Reaction SMILES: [C:1]([CH3:2])([CH3:3])([CH3:4])[O:5][C:6]([NH:7][CH:8]([CH2:9][c:10]1[cH:11][c:12]2[cH:13][n:14]([CH2:20][O:21][CH2:22][CH2:23][Si:24]([CH3:25])([CH3:26])[CH3:27])[n:15][c:16]2[c:17]([CH3:19])[cH:18]1)[c:28]1[nH:29][cH:30][cH:31][n:32]1)=[O:33].[C:43](=[O:44])([O-:45])[O-:46].[CH3:49][N:50]([CH3:51])[CH:52]=[O:53].[F:34][c:35]1[c:36]([CH2:37][Br:38])[cH:39][cH:40][cH:41][cH:42]1.[K+:47].[K+:48]>>[C:1]([CH3:2])([CH3:3])([CH3:4])[O:5][C:6]([NH:7][CH:8]([CH2:9][c:10]1[cH:11][c:12]2[cH:13][n:14]([CH2:20][O:21][CH2:22][CH2:23][Si:24]([CH3:25])([CH3:26])[CH3:27])[n:15][c:16]2[c:17]([CH3:19])[cH:18]1)[c:28]1[n:29][cH:30][cH:31][n:32]1[CH2:37][c:36]1[c:35]([F:34])[cH:42][cH:41][cH:40][cH:39]1)=[O:33].